From a dataset of the Open Reaction Database (ORD), a public repository of structured organic reaction records. describe an organic reaction: reactants, conditions, products, and yield The reactants are CC(=O)Oc1ccc(C(=NOCc2ccccc2)OCc2ccccc2)cc1, CO, O. Product: Oc1ccc(C(=NOCc2ccccc2)OCc2ccccc2)cc1. As a reaction SMILES: [C:1](=[O:2])([CH3:3])[O:4][c:5]1[cH:6][cH:7][c:8]([C:11](=[N:12][O:13][CH2:14][c:15]2[cH:16][cH:17][cH:18][cH:19][cH:20]2)[O:21][CH2:22][c:23]2[cH:24][cH:25][cH:26][cH:27][cH:28]2)[cH:9][cH:10]1.[CH3:30][OH:31].[OH2:29]>>[OH:4][c:5]1[cH:6][cH:7][c:8]([C:11](=[N:12][O:13][CH2:14][c:15]2[cH:16][cH:17][cH:18][cH:19][cH:20]2)[O:21][CH2:22][c:23]2[cH:24][cH:25][cH:26][cH:27][cH:28]2)[cH:9][cH:10]1.